From a dataset of the Open Reaction Database (ORD), a public repository of structured organic reaction records. describe an organic reaction: reactants, conditions, products, and yield Reactants: Cl (HCl), OC(C#N)C(C)(C1=CC=CC=C1)C1=CC=CC=C1 (2-hydroxy-3,3-diphenylbutyronitrile), CO (methanol), Cl (HCl). Run at temperature 5 celsius, time 16 hour. Yields the product OC(C(=O)N)C(C)(C1=CC=CC=C1)C1=CC=CC=C1 (2-Hydroxy-3,3-diphenylbutyramide). Reaction SMILES: [OH:1][CH:2]([C:5]([C:13]1[CH:18]=[CH:17][CH:16]=[CH:15][CH:14]=1)([C:7]1[CH:12]=[CH:11][CH:10]=[CH:9][CH:8]=1)[CH3:6])[C:3]#[N:4].Cl.C[OH:21]>>[OH:1][CH:2]([C:5]([C:13]1[CH:18]=[CH:17][CH:16]=[CH:15][CH:14]=1)([C:7]1[CH:8]=[CH:9][CH:10]=[CH:11][CH:12]=1)[CH3:6])[C:3]([NH2:4])=[O:21]. Procedure details: 10.0 g (4.22 [sic] mmol) of 2-hydroxy-3,3-diphenylbutyronitrile were dissolved in 500 ml of methanol (abs.) and, at 5-10° C., HCl was passed in for 3 hours. The mixture was then stirred at 5° C. for 3 hours and at room temperature for 16 hours. Then 200 ml of 6 molar HCl were added and the mixture was evaporated to dryness under reduced pressure. The crude product was recrystallized from an ethyl acetate/heptane mixture. 2.5 g (23%) of 2-hydroxy-3,3-dihenylbutyramide were obtained as a white sol...